Task: describe an organic reaction: reactants, conditions, products, and yield. Dataset: the Open Reaction Database (ORD), a public repository of structured organic reaction records Starting materials: FC(C=1C=C(C=C(C1)C(F)(F)F)[C@@H](C)N[C@@H]1[C@H]([C@H](CC1)NC)C1=CC=C(C=C1)F)(F)F (1-(S)-(1-(R)-(3,5-Bis(trifluoromethyl)phenyl)ethylamino)-2-(S)-(4-fluorophenyl)-3-(S)-(methylamino)cyclopentane), ICC(=O)N (iodoacetamide), CCN(C(C)C)C(C)C (DIPEA). Solvent: C(C)#N (acetonitrile). Product: FC(C=1C=C(C=C(C1)C(F)(F)F)[C@@H](C)N[C@@H]1[C@@H]([C@H](CC1)N(C)CC(=O)N)C1=CC=C(C=C1)F)(F)F (1-(S)-(1-(R)-(3,5-Bis(trifluoromethyl)phenyl)ethylamino)-2-(S)-(4-fluorophenyl)-3-(S)-(N-(aminocarbonylmethyl)-N-methylamino)cyclopentane). Yield: 66.5%. RXN SMILES: [F:1][C:2]([F:31])([F:30])[C:3]1[CH:4]=[C:5]([C@H:13]([NH:15][C@H:16]2[CH2:20][CH2:19][C@H:18]([NH:21][CH3:22])[C@@H:17]2[C:23]2[CH:28]=[CH:27][C:26]([F:29])=[CH:25][CH:24]=2)[CH3:14])[CH:6]=[C:7]([C:9]([F:12])([F:11])[F:10])[CH:8]=1.I[CH2:33][C:34]([NH2:36])=[O:35].CCN(C(C)C)C(C)C>C(#N)C>[F:12][C:9]([F:10])([F:11])[C:7]1[CH:6]=[C:5]([C@H:13]([NH:15][C@H:16]2[CH2:20][CH2:19][C@H:18]([N:21]([CH2:33][C:34]([NH2:36])=[O:35])[CH3:22])[C@H:17]2[C:23]2[CH:28]=[CH:27][C:26]([F:29])=[CH:25][CH:24]=2)[CH3:14])[CH:4]=[C:3]([C:2]([F:1])([F:30])[F:31])[CH:8]=1. Procedure details: A solution of 40 mg of product from Step F, 25 mg of iodoacetamide and 0.10 mL of DIPEA in 0.5 ml of acetonitrile was stirred at room temperature for 16 h and then evaporated. The residue was purified on a 1 mm preparative silica gel plate eluted with 5% methanol in methylene chloride to give 30 mg of title compound as an oil. Mass specs (NH3 /CI): 506 (M+1). Starting materials: S1C(=NC=C1)C=1SC=CN1 (bithiazole), ClC=1C=CC(=C(C1)NC=1SC=C(N1)C1=C(N=C(S1)NC(C1=CC=CC=C1)=O)C)OC (N-(2-(5-chloro-2-methoxyphenylamino)-4′-methyl-4,5′-bithiazol-2′-yl)benzamide), ClC(C(C)=O)C(C)=O (3-chloropentane-2,4-dione), NC(=S)N (thiourea). Solvent: C(C)O (ethanol). The product is C(C)(=O)C1=C(N=C(S1)N)C (5-Acetyl-2-amino-4-methylthiazole). Isolated yield 90.0%. RXN SMILES: S1C=CN=C1C1SC=CN=1.ClC1C=CC(OC)=C(NC2S[CH:21]=[C:22]([C:24]3[S:28][C:27]([NH:29]C(=O)C4C=CC=CC=4)=[N:26][C:25]=3[CH3:38])N=2)C=1.ClC(C(=O)C)C(=[O:45])C.NC(N)=S>C(O)C>[C:22]([C:24]1[S:28][C:27]([NH2:29])=[N:26][C:25]=1[CH3:38])(=[O:45])[CH3:21]. Procedure details: An efficient route for the synthesis bithiazole analogs was developed as follows. Efforts began with a synthesis of N-(2-(5-chloro-2-methoxyphenylamino)-4′-methyl-4,5′-bithiazol-2′-yl)benzamide—the putative structure of “Corr-4” corrector 4. This work commenced by treating 3-chloropentane-2,4-dione with thiourea under reflux in absolute ethanol. 5-Acetyl-2-amino-4-methylthiazole (5) was obtained in 90% yield. Surprisingly, attempts to aminoacylate the 2-amino moiety in 5 with benzoyl chloride un... Reactants: Cl, O=C(CC1CN2CCC1CC2)Nc1cccc(Br)c1, [Na+], CN(C)C=O, [OH-], OCc1ccccc1B(O)O. Product: Cl, O=C(CC1CN2CCC1CC2)Nc1cccc(-c2ccccc2CO)c1. As a reaction SMILES: [ClH:14].[N:15]12[CH2:16][CH:17]([CH2:23][C:24](=[O:25])[NH:26][c:27]3[cH:28][c:29]([Br:33])[cH:30][cH:31][cH:32]3)[CH:18]([CH2:19][CH2:20]1)[CH2:21][CH2:22]2.[Na+:13].[O:34]=[CH:35][N:36]([CH3:37])[CH3:38].[OH-:12].[OH:1][CH2:2][c:3]1[c:4]([B:9]([OH:10])[OH:11])[cH:5][cH:6][cH:7][cH:8]1>>[ClH:14].[OH:1][CH2:2][c:3]1[c:4](-[c:29]2[cH:28][c:27]([NH:26][C:24]([CH2:23][CH:17]3[CH2:16][N:15]4[CH2:20][CH2:19][CH:18]3[CH2:21][CH2:22]4)=[O:25])[cH:32][cH:31][cH:30]2)[cH:5][cH:6][cH:7][cH:8]1. Reactants: C1C2CC3C4C1C5CC(C4)CC3C5C2 (Diamantane), [Br-].[Al+3].[Br-].[Br-] (Aluminum bromide). Solvent: BrBr (bromine). Run at temperature 0 celsius, time 16 hour. The product is C1C2C3CC4(CC2C5CC1(CC3C5C4)Br)Br (4,9-dibromodiamantane). The yield is 650.1%. As a reaction SMILES: [CH2:1]1[CH:6]2[CH:7]3[CH:13]4[CH2:14][CH:2]1[CH2:3][CH:4]1[CH:12]4[CH2:11][CH:9]([CH2:10][CH:5]12)[CH2:8]3.[Br-:15].[Al+3].[Br-:17].[Br-]>BrBr>[CH2:14]1[C:2]2([Br:15])[CH2:1][CH:6]3[CH:5]4[CH2:10][C:9]5([Br:17])[CH2:11][CH:12]([CH:4]4[CH2:3]2)[CH:13]1[CH:7]3[CH2:8]5 |f:1.2.3.4|. Procedure: Diamantane (50 g, 0.26 mol) was added over 1 h to bromine (200 mL) at 0° C. Aluminum bromide (5.4 g, 0.02 mol) was added and the mixture was stirred at 0° C. for 3 h and at ambient temperature for 16 h. When glc showed less than 5% monobrominated diamantanes, the bromine was removed under reduced pressure and the residue was triturated with pentane (300 mL). The precipitate was filtered, and was washed with pentane (2×150 mL) and methanol (3×100 mL). The residue was recrystallized from toluene t... Reactants: Cl.Cl.C(C1=CC=CC=C1)OC(C(NCCCCNCCC(=O)OC(C)(C)C)=O)NC(CCCCCCNC(=N)N)=O (t-butyl 11-benzyloxy-19-guanidino-10,13-dioxo-4,9,12-triazanonadecanoate dihydrochloride). Solvent: FC(C(=O)O)(F)F (trifluoroacetic acid). The product is Cl.N(C(=N)N)CCCCCCC(NC(C(NCCCCNCCC(=O)O)=O)O)=O (19-Guanidino-11-hydroxy-10,13-dioxo-4,9,12-triazanonadecanoic acid hydrochloride). The yield is 22.3%. RXN SMILES: [ClH:1].Cl.C([O:10][CH:11]([NH:29][C:30](=[O:41])[CH2:31][CH2:32][CH2:33][CH2:34][CH2:35][CH2:36][NH:37][C:38]([NH2:40])=[NH:39])[C:12](=[O:28])[NH:13][CH2:14][CH2:15][CH2:16][CH2:17][NH:18][CH2:19][CH2:20][C:21]([O:23]C(C)(C)C)=[O:22])C1C=CC=CC=1>FC(F)(F)C(O)=O>[ClH:1].[NH:37]([CH2:36][CH2:35][CH2:34][CH2:33][CH2:32][CH2:31][C:30](=[O:41])[NH:29][CH:11]([OH:10])[C:12](=[O:28])[NH:13][CH2:14][CH2:15][CH2:16][CH2:17][NH:18][CH2:19][CH2:20][C:21]([OH:23])=[O:22])[C:38]([NH2:40])=[NH:39] |f:0.1.2,4.5|. Reported procedure: 0.95 g (1.53 mmol) of t-butyl 11-benzyloxy-19-guanidino-10,13-dioxo-4,9,12-triazanonadecanoate dihydrochloride was dissolved in 10 ml of trifluoroacetic acid under ice-cooling and then allowed to react at room temperature overnight. The trifluoroacetic acid was distilled off under reduced pressure and the residue was dissolved in 10 ml of distilled water. After washing with 1,2-dichloroethane, the pH value of the product was adjusted to 5.0 with 1N NaOH. Then it was diluted to approximately 2 l ... Starting materials: FC1=C(C(=O)OC)C=CC=C1C=O (methyl 2-fluoro-3-formylbenzoate), OCCNN (hydroxy ethyl hydrazine). Run in CO (MeOH). Yields the product OCCN1N=CC2=CC=CC(=C12)C(=O)OC (methyl 1-(2-hydroxyethyl)-1H-indazole-7-carboxylate). The yield is 64.6%. Reaction SMILES: F[C:2]1[C:11]([CH:12]=O)=[CH:10][CH:9]=[CH:8][C:3]=1[C:4]([O:6][CH3:7])=[O:5].[OH:14][CH2:15][CH2:16][NH:17][NH2:18]>CO>[OH:14][CH2:15][CH2:16][N:17]1[C:2]2[C:11](=[CH:10][CH:9]=[CH:8][C:3]=2[C:4]([O:6][CH3:7])=[O:5])[CH:12]=[N:18]1. Reported procedure: A mixture of methyl 2-fluoro-3-formylbenzoate (3.6 g, 19.9 mmol) from Step C above and hydroxy ethyl hydrazine (1.5 g, 19.9 mmol) in MeOH (16 mL) was irradiated with microwaves at 150° C. for 1.5 h. The reaction mixture was cooled and partitioned between H2O and ethyl acetate. The aqueous phase was extracted with additional ethyl acetate and then the combined organic extracts were dried (Na2SO4) filtered, concentrated and purified by column chromatography (silica gel, 70:30 hexanes/ethyl acetate... The reactants are CC(=O)[O-], CC(=O)[O-], Clc1cccc(Cl)c1Cl, [Cu+2], N, [Na+], [SH-]. Yields the product Sc1cccc(Cl)c1Cl. As a reaction SMILES: [C:13]([O-:14])(=[O:15])[CH3:16].[C:18]([O-:19])(=[O:20])[CH3:21].[Cl:1][c:2]1[c:3]([Cl:9])[c:4]([Cl:8])[cH:5][cH:6][cH:7]1.[Cu+2:17].[NH3:12].[Na+:11].[SH-:10]>>[Cl:1][c:2]1[c:3]([Cl:9])[c:4]([SH:10])[cH:5][cH:6][cH:7]1. Reactants: CN(S(=O)(=O)NC1=CC=C(C=C1)C(C(C)N)O)C (N,N-dimethyl-N'-[4-(1-hydroxy-2-aminopropyl)phenyl]sulfamide), CN(S(=O)(=O)NC1=CC=C(C=C1)C(C(CC)N)O)C (N,N-dimethyl-N'-[4-(1-hydroxy-2-aminobutyl)phenyl]sulfamide), NC(C(=O)C1=CC=C(C=C1)NS(=O)(=O)N(C)C)C (N-[4-(α-aminopropionyl)phenyl]-N',N'-dimethylsulfamide), NC(C(=O)C1=CC=C(C=C1)NS(=O)(=O)N(C)C)CC (N-[4-(α-aminobutyryl)phenyl]-N',N'-dimethylsulfamide), OC(CNC(C)C)C1=CC=C(C=C1)NS(=O)(=O)NC1=CC=CC=C1 (N-[4-(1-hydroxy-2-isopropylaminoethyl)phenyl]-N'-phenylsulfamide), C(C1=CC=CC=C1)N(CC(=O)C1=CC=C(C=C1)NS(=O)(=O)NC1=CC=CC=C1)C(C)C (N-[4-(N-benzyl-N-isopropylglycyl)phenyl]-N'-phenylsulfamide). Yields the product C1(=CC=C(C=C1)S(=O)(=O)O)C.OC(CNC(C)C)C1=CC=C(C=C1)NS(=O)(=O)NC1=CC=C(C=C1)C (N-[4-(1-Hydroxy-2-isopropylaminoethyl)phenyl]-N'-(4-tolyl)-sulfamide para-Toluenesulfonate). As a reaction SMILES: [CH3:1]N(C)S(N[C:7]1[CH:12]=[CH:11][C:10]([CH:13](O)C(N)C)=[CH:9][CH:8]=1)(=O)=O.CN(C)[S:21](NC1C=CC(C(O)C(N)CC)=CC=1)(=[O:23])=[O:22].NC(C)C(C1C=CC(NS(N(C)C)(=O)=O)=CC=1)=[O:41].NC(CC)C(C1C=CC(NS(N(C)C)(=O)=O)=CC=1)=O.[OH:75][CH:76]([C:82]1[CH:87]=[CH:86][C:85]([NH:88][S:89]([NH:92][C:93]2[CH:98]=[CH:97][CH:96]=[CH:95][CH:94]=2)(=[O:91])=[O:90])=[CH:84][CH:83]=1)[CH2:77][NH:78][CH:79]([CH3:81])[CH3:80].C(N(C(C)C)CC(C1C=CC(NS(NC2C=CC=CC=2)(=O)=O)=CC=1)=O)C1C=CC=CC=1>>[C:10]1([CH3:13])[CH:9]=[CH:8][C:7]([S:21]([OH:23])(=[O:41])=[O:22])=[CH:12][CH:11]=1.[OH:75][CH:76]([C:82]1[CH:87]=[CH:86][C:85]([NH:88][S:89]([NH:92][C:93]2[CH:98]=[CH:97][C:96]([CH3:1])=[CH:95][CH:94]=2)(=[O:90])=[O:91])=[CH:84][CH:83]=1)[CH2:77][NH:78][CH:79]([CH3:81])[CH3:80] |f:6.7|. Procedure details: Procedure 8 is also applicable to the preparation of N,N-dimethyl-N'-[4-(1-hydroxy-2-aminopropyl)phenyl]sulfamide, and N,N-dimethyl-N'-[4-(1-hydroxy-2-aminobutyl)phenyl]sulfamide respectively from N-[4-(α-aminopropionyl)phenyl]-N',N'-dimethylsulfamide, and N-[4-(α-aminobutyryl)phenyl]-N',N'-dimethylsulfamide. Similarly, N-[4-(1-hydroxy-2-isopropylaminoethyl)phenyl]-N'-phenylsulfamide may be prepared from N-[4-(N-benzyl-N-isopropylglycyl)phenyl]-N'-phenylsulfamide. Reactants: O (H2O), COC1=CC=C(CN2C(C3=CC(=CC=C3C(C2)(C)C)[N+](=O)[O-])=O)C=C1 (2-(4-Methoxy-benzyl)-4,4-dimethyl-7-nitro-3,4-dihydro-2H-isoquinolin-1-one), O=[N+]([O-])[O-].[O-][N+]([O-])=O.[O-][N+]([O-])=O.[O-][N+]([O-])=O.[O-][N+]([O-])=O.[O-][N+]([O-])=O.[Ce+4].[NH4+].[NH4+] (CAN). The solvent is CC#N (CH3CN). Run at temperature 0 celsius, time 30 minute. Yields the product CC1(CNC(C2=CC(=CC=C12)[N+](=O)[O-])=O)C (4,4-dimethyl-7-nitro-3,4-dihydro-2H-isoquinolin-1-one). RXN SMILES: COC1C=CC(C[N:8]2[CH2:17][C:16]([CH3:19])([CH3:18])[C:15]3[C:10](=[CH:11][C:12]([N+:20]([O-:22])=[O:21])=[CH:13][CH:14]=3)[C:9]2=[O:23])=CC=1.O.O=[N+]([O-])[O-].[O-][N+](=O)[O-].[O-][N+](=O)[O-].[O-][N+](=O)[O-].[O-][N+](=O)[O-].[O-][N+](=O)[O-].[Ce+4].[NH4+].[NH4+]>CC#N>[CH3:18][C:16]1([CH3:19])[C:15]2[C:10](=[CH:11][C:12]([N+:20]([O-:22])=[O:21])=[CH:13][CH:14]=2)[C:9](=[O:23])[NH:8][CH2:17]1 |f:2.3.4.5.6.7.8.9.10|. Procedure details: 2-(4-Methoxy-benzyl)-4,4-dimethyl-7-nitro-3,4-dihydro-2H-isoquinolin-1-one (2.0 g) was dissolved in CH3CN (100 ml) and H2O (50 ml) and cooled to 0° C. CAN (9.64 g) was added and the reaction was stirred at 0° C. for 30 min, then warmed to RT and stirred for 6 h. The mixture was extracted with CH2Cl2 (2×300 ml) washed with sat'd NH4Cl, dried over MgSO4, filtered and concentrated. The crude material was recrystallized in CH2Cl2/EtOAc (1:1) to give 4,4-dimethyl-7-nitro-3,4-dihydro-2H-isoquinolin-1-... Reactants: C1COCCO1, CO, C=COCCONC(=O)c1ncc2cncn2c1Nc1ccc(I)cc1F, ClCCl, Cl. As a reaction SMILES: [CH2:29]1[O:30][CH2:31][CH2:32][O:33][CH2:34]1.[CH3:35][OH:36].[CH:1](=[CH2:2])[O:3][CH2:4][CH2:5][O:6][NH:7][C:8](=[O:9])[c:10]1[n:11][cH:12][c:13]2[n:14]([c:15]1[NH:16][c:17]1[c:18]([F:24])[cH:19][c:20]([I:23])[cH:21][cH:22]1)[cH:25][n:26][cH:27]2.[Cl:37][CH2:38][Cl:39].[ClH:28]>>[OH:3][CH2:4][CH2:5][O:6][NH:7][C:8](=[O:9])[c:10]1[n:11][cH:12][c:13]2[n:14]([c:15]1[NH:16][c:17]1[c:18]([F:24])[cH:19][c:20]([I:23])[cH:21][cH:22]1)[cH:25][n:26][cH:27]2. Product: O=C(NOCCO)c1ncc2cncn2c1Nc1ccc(I)cc1F.